From a dataset of the Open Reaction Database (ORD), a public repository of structured organic reaction records. describe an organic reaction: reactants, conditions, products, and yield Starting materials: C(C1=CC=CC=C1)N1CCC(CC1)CN(C1=NC=CC=C1NC(C)C)CC (1-Benzyl-4-[N-ethyl-N-(3-isopropylamino-2-pyridinyl)amino]methylpiperidine), [H][H] (hydrogen). Reagents/catalysts: [OH-].[Pt+2].[OH-] (platinum hydroxide). Run in C(C)O (ethanol). The product is C(C)N(C1=NC=CC=C1NC(C)C)CC1CCNCC1 (4-[N-ethyl-N-(3-isopropylamino-2-pyridinyl)amino]methylpiperidine). RXN SMILES: C([N:8]1[CH2:13][CH2:12][CH:11]([CH2:14][N:15]([CH2:26][CH3:27])[C:16]2[C:21]([NH:22][CH:23]([CH3:25])[CH3:24])=[CH:20][CH:19]=[CH:18][N:17]=2)[CH2:10][CH2:9]1)C1C=CC=CC=1.[H][H]>C(O)C.[OH-].[Pt+2].[OH-]>[CH2:26]([N:15]([CH2:14][CH:11]1[CH2:12][CH2:13][NH:8][CH2:9][CH2:10]1)[C:16]1[C:21]([NH:22][CH:23]([CH3:25])[CH3:24])=[CH:20][CH:19]=[CH:18][N:17]=1)[CH3:27] |f:3.4.5|. Reported procedure: 1-Benzyl-4-[N-ethyl-N-(3-isopropyl-2-pyridinyl)amino]methylpiperidine (EXAMPLE 178, 1.82 g, 4.97 mmol) and platinum hydroxide on carbon (675 mg) in 30 ml ethanol is hydrogenated at 40 p.s.i. hydrogen for 48 hrs. Filtration and evaporation of the solvent gives the title compound, NMR (300 MHz, CD3OD) 7.56, 6.97, 3.60, 2.94, 2.44, 1.69, 1.48, 1.20, 1.10 and 0.99δ. Reactants: BrC1=C(C=CC(=C1)Br)OP(=O)(OC1=C(C=C(C=C1)Br)Br)OC1=C(C=C(C=C1)Br)Br (tris(2,4-dibromophenyl)phosphate), CCCCCCC (n-heptane). The solvent is 80/20, C1(=CC=CC=C1)C (toluene). The product is CCCCCCC.C1(=CC=CC=C1)C (n-Heptane Toluene). RXN SMILES: BrC1C=C(Br)C=CC=1OP(OC1C=CC(Br)=CC=1Br)(OC1C=CC(Br)=CC=1Br)=O.[CH3:30][CH2:31][CH2:32][CH2:33][CH2:34][CH2:35][CH3:36]>C1(C)C=CC=CC=1>[CH3:30][CH2:31][CH2:32][CH2:33][CH2:34][CH2:35][CH3:36].[C:31]1([CH3:30])[CH:36]=[CH:35][CH:34]=[CH:33][CH:32]=1 |f:3.4|. Procedure: One hundred and thirty-eight grams of the crude tris(2,4-dibromophenyl)phosphate were dissolved in 392 grams of a 80/20 mixture of n-heptane and toluene at 90° C. The mix was cooled to room temperature whereupon a thick slurry of product and solvent were separated in a stainless steel basket centrifuge. Two hundred and sixty-nine grams of solvent were recovered as mother liquor from the separation. Evaporation and handling losses were high. This solution contained 2.4% solids consisting of 0.7% ... Reactants: C1COCCO1, CCOC(C)=O, CC1(C)OB(c2cnn(C(CC#N)C3CCC3)c2)OC1(C)C, Clc1ccnc(Cl)n1, [K+], [K+], [K+], O, O=P([O-])([O-])[O-], c1ccc(P(c2ccccc2)(c2ccccc2)[Pd](P(c2ccccc2)(c2ccccc2)c2ccccc2)(P(c2ccccc2)(c2ccccc2)c2ccccc2)P(c2ccccc2)(c2ccccc2)c2ccccc2)cc1. Product: N#CCC(C1CCC1)n1cc(-c2ccnc(Cl)n2)cn1. RXN SMILES: [CH2:39]1[O:40][CH2:41][CH2:42][O:43][CH2:44]1.[CH3:46][CH2:47][O:48][C:49]([CH3:50])=[O:51].[CH:9]1([CH:13]([CH2:14][C:15]#[N:16])[n:17]2[n:18][cH:19][c:20]([B:22]3[O:23][C:24]([CH3:25])([CH3:26])[C:27]([CH3:28])([CH3:29])[O:30]3)[cH:21]2)[CH2:10][CH2:11][CH2:12]1.[Cl:1][c:2]1[n:3][cH:4][cH:5][c:6]([Cl:8])[n:7]1.[K+:36].[K+:37].[K+:38].[OH2:45].[P:31]([O-:32])([O-:33])([O-:34])=[O:35].[cH:52]1[cH:53][cH:54][c:55]([P:56]([Pd:57]([P:58]([c:59]2[cH:60][cH:61][cH:62][cH:63][cH:64]2)([c:65]2[cH:66][cH:67][cH:68][cH:69][cH:70]2)[c:71]2[cH:72][cH:73][cH:74][cH:75][cH:76]2)([P:77]([c:78]2[cH:79][cH:80][cH:81][cH:82][cH:83]2)([c:84]2[cH:85][cH:86][cH:87][cH:88][cH:89]2)[c:90]2[cH:91][cH:92][cH:93][cH:94][cH:95]2)[P:96]([c:97]2[cH:98][cH:99][cH:100][cH:101][cH:102]2)([c:103]2[cH:104][cH:105][cH:106][cH:107][cH:108]2)[c:109]2[cH:110][cH:111][cH:112][cH:113][cH:114]2)([c:115]2[cH:116][cH:117][cH:118][cH:119][cH:120]2)[c:121]2[cH:122][cH:123][cH:124][cH:125][cH:126]2)[cH:127][cH:128]1>>[Cl:1][c:2]1[n:3][cH:4][cH:5][c:6](-[c:20]2[cH:19][n:18][n:17]([CH:13]([CH:9]3[CH2:10][CH2:11][CH2:12]3)[CH2:14][C:15]#[N:16])[cH:21]2)[n:7]1.